Dataset: the Open Reaction Database (ORD), a public repository of structured organic reaction records. Task: describe an organic reaction: reactants, conditions, products, and yield The reactants are white solid, COC1(CCC2=C(C=CC=C12)Br)C1=CC=CC2=CC=CC=C12 (4-bromo-1-(1-naphthyl)-2,3-dihydro-1H-inden-1-yl methyl ether), C1(=CC=CC2=CC=CC=C12)C1=CCC2=C(C=CC=C12)O (3-(1-naphthyl)-1H-inden-7-ol), [O-]P(=O)([O-])[O-].[K+].[K+].[K+] (K3PO4), C(C)(C)(C)P(C1=C(C=CC=C1)C1=C(C=CC=C1)N(C)C)C(C)(C)C (N-{2′-[di(tert-butyl)phosphino][1,1′-biphenyl]-2-yl}-N,N-dimethylamine). Reagents/catalysts: C=1C=CC(=CC1)/C=C/C(=O)/C=C/C2=CC=CC=C2.C=1C=CC(=CC1)/C=C/C(=O)/C=C/C2=CC=CC=C2.[Pd] (Pd(dba)2). Solvent: C1(=CC=CC=C1)C (toluene), O (water). Reaction conditions: temperature 100 celsius, time 8 hour. Product: C1(=CC=CC2=CC=CC=C12)C1=CCC2=C(C=CC=C12)OC=1C=CC=C2C(=CCC12)C1=CC=CC2=CC=CC=C12 (Bis[3-(1-naphthyl)-1H-inden-7-yl]ether). RXN SMILES: CO[C:3]1([C:13]2[C:22]3[C:17](=[CH:18][CH:19]=[CH:20][CH:21]=3)[CH:16]=[CH:15][CH:14]=2)[C:11]2[C:6](=[C:7](Br)[CH:8]=[CH:9][CH:10]=2)[CH2:5][CH2:4]1.[C:23]1([C:33]2[C:41]3[C:36](=[C:37]([OH:42])[CH:38]=[CH:39][CH:40]=3)[CH2:35][CH:34]=2)[C:32]2[C:27](=[CH:28][CH:29]=[CH:30][CH:31]=2)[CH:26]=[CH:25][CH:24]=1.[O-]P([O-])([O-])=O.[K+].[K+].[K+].C(P(C(C)(C)C)C1C=CC=CC=1C1C=CC=CC=1N(C)C)(C)(C)C>C1C=CC(/C=C/C(/C=C/C2C=CC=CC=2)=O)=CC=1.C1C=CC(/C=C/C(/C=C/C2C=CC=CC=2)=O)=CC=1.[Pd].O.C1(C)C=CC=CC=1>[C:23]1([C:33]2[C:41]3[C:36](=[C:37]([O:42][C:7]4[CH:8]=[CH:9][CH:10]=[C:11]5[C:6]=4[CH2:5][CH:4]=[C:3]5[C:13]4[C:22]5[C:17](=[CH:18][CH:19]=[CH:20][CH:21]=5)[CH:16]=[CH:15][CH:14]=4)[CH:38]=[CH:39][CH:40]=3)[CH2:35][CH:34]=2)[C:32]2[C:27](=[CH:28][CH:29]=[CH:30][CH:31]=2)[CH:26]=[CH:25][CH:24]=1 |f:2.3.4.5,7.8.9|. Reported procedure: Under an argon atmosphere, to a mixture of 5.50 g (15.6 mmol) of 4-bromo-1-(1-naphthyl)-2,3-dihydro-1H-inden-1-yl methyl ether, 4.00 g (15.5 mmol) of 3-(1-naphthyl)-1H-inden-7-ol, 6.60 g (31.1 mmol) of K3PO4, and 150 ml of toluene, a mixture of 183 mg (0.32 mmol) of Pd(dba)2 and 212 mg (0.62 mmol) of N-{2′-[di(tert-butyl)phosphino][1,1′-biphenyl]-2-yl}-N,N-dimethylamine was added. The resulting mixture was stirred for 8 hours at 100° C. Then, 300 ml of water was added, the organic layer was sepa... Reactants: CS(C)=O, CCOC(C)=O, N#CC1CCCN1C(=O)CCl, [K+], [K+], O=C([O-])[O-], NC12CC3CC1CC(CN1CCCS1(=O)=O)(C3)C2. Product: N#CC1CCCN1C(=O)CNC12CC3CC1CC(CN1CCCS1(=O)=O)(C3)C2. RXN SMILES: [CH3:36][S:37]([CH3:38])=[O:39].[CH3:40][CH2:41][O:42][C:43]([CH3:44])=[O:45].[Cl:25][CH2:26][C:27](=[O:28])[N:29]1[CH:30]([C:34]#[N:35])[CH2:31][CH2:32][CH2:33]1.[K+:19].[K+:20].[O-:21][C:22]([O-:23])=[O:24].[O:1]=[S:2]1(=[O:18])[N:3]([CH2:7][C:8]23[CH2:9][C:10]4([NH2:17])[CH2:11][CH:12]([CH2:13][CH:14]4[CH2:15]2)[CH2:16]3)[CH2:4][CH2:5][CH2:6]1>>[O:1]=[S:2]1(=[O:18])[N:3]([CH2:7][C:8]23[CH2:9][C:10]4([NH:17][CH2:26][C:27](=[O:28])[N:29]5[CH:30]([C:34]#[N:35])[CH2:31][CH2:32][CH2:33]5)[CH2:11][CH:12]([CH2:13][CH:14]4[CH2:15]2)[CH2:16]3)[CH2:4][CH2:5][CH2:6]1. The product is Cn1cc(NC(=O)OC(C)(C)C)cc1C(=O)On1nnc2ccccc21. Reactants: Cn1cc(NC(=O)OC(C)(C)C)cc1C(=O)O, C(=NC1CCCCC1)=NC1CCCCC1, CN(C)C=O, On1nnc2ccccc21. RXN SMILES: [C:1]([CH3:2])([CH3:3])([CH3:4])[O:5][C:6](=[O:7])[NH:8][c:9]1[cH:10][c:11]([C:15](=[O:16])[OH:17])[n:12]([CH3:14])[cH:13]1.[CH:28]1([N:29]=[C:30]=[N:31][CH:32]2[CH2:33][CH2:34][CH2:35][CH2:36][CH2:37]2)[CH2:38][CH2:39][CH2:40][CH2:41][CH2:42]1.[O:43]=[CH:44][N:45]([CH3:46])[CH3:47].[OH:18][n:19]1[n:20][n:21][c:22]2[cH:23][cH:24][cH:25][cH:26][c:27]12>>[C:1]([CH3:2])([CH3:3])([CH3:4])[O:5][C:6](=[O:7])[NH:8][c:9]1[cH:10][c:11]([C:15](=[O:16])[O:17][n:19]2[n:20][n:21][c:22]3[cH:23][cH:24][cH:25][cH:26][c:27]23)[n:12]([CH3:14])[cH:13]1. Starting materials: [Li]CCCC (n-BuLi), C(C)(C)(C)NS(=O)(=O)C=1SC=CC1 (N-tert-Butylthiophene-2-sulfonamide), ICCCC (Iodo-butane). Solvent: C1CCOC1 (THF). Run at temperature -78 celsius, time 30 minute. The product is C(C)(C)(C)NS(=O)(=O)C=1SC(=CC1)CCCC (5-Butylthiophene-2-sulfonic acid tert-butylamide). Isolated yield 46.0%. RXN SMILES: [C:1]([NH:5][S:6]([C:9]1[S:10][CH:11]=[CH:12][CH:13]=1)(=[O:8])=[O:7])([CH3:4])([CH3:3])[CH3:2].[Li][CH2:15][CH2:16][CH2:17][CH3:18].ICCCC>C1COCC1>[C:1]([NH:5][S:6]([C:9]1[S:10][C:11]([CH2:15][CH2:16][CH2:17][CH3:18])=[CH:12][CH:13]=1)(=[O:7])=[O:8])([CH3:4])([CH3:2])[CH3:3]. Procedure: N-tert-Butylthiophene-2-sulfonamide (5 g, 0.0228 mol, see Example 1(a) above) was dissolved in THF (43 mL) under N2 and then cooled to −78° C. n-BuLi (1.6 M, 38.5 mL, 0.062 mol) was added via a syringe. The reaction mixture was stirred at −78° C. for 30 min and then at −40° C. for 2 h. Iodo-butane (5.19 mL, 0.046 mol) was added dropwise to the reaction mixture. The reaction mixture was stirred overnight at room temperature, quenched with NH4Cl (aq) and extracted with EtOAc. The combined organic ... Product: CCOC(=O)c1cnc2cccc(O)c2c1. The reactants are CCOC(=O)c1cnc2cccc(OCc3ccccc3)c2c1, CCO, [H][H]. As a reaction SMILES: [CH2:1]([c:2]1[cH:3][cH:4][cH:5][cH:6][cH:7]1)[O:8][c:9]1[c:10]2[cH:11][c:12]([C:19](=[O:20])[O:21][CH2:22][CH3:23])[cH:13][n:14][c:15]2[cH:16][cH:17][cH:18]1.[CH3:26][CH2:27][OH:28].[H:24][H:25]>>[OH:8][c:9]1[c:10]2[cH:11][c:12]([C:19](=[O:20])[O:21][CH2:22][CH3:23])[cH:13][n:14][c:15]2[cH:16][cH:17][cH:18]1. Starting materials: O=C([O-])[O-], CN(C)CCOCC(O)c1ccc2cc(OCc3ccccc3)ccc2c1, CCO, CC(=O)OC(C)=O, CC(C)=O, CCOC(C)=O, Cl, [K+], [K+], O, c1ccncc1. Yields the product CC(=O)OC(COCCN(C)C)c1ccc2cc(OCc3ccccc3)ccc2c1, Cl. Reaction SMILES: [C:35](=[O:36])([O-:37])[O-:38].[CH2:1]([c:2]1[cH:3][cH:4][cH:5][cH:6][cH:7]1)[O:8][c:9]1[cH:10][c:11]2[cH:12][cH:13][c:14]([CH:19]([CH2:20][O:21][CH2:22][CH2:23][N:24]([CH3:25])[CH3:26])[OH:27])[cH:15][c:16]2[cH:17][cH:18]1.[CH2:41]([OH:42])[CH3:43].[CH3:28][C:29](=[O:30])[O:31][C:32](=[O:33])[CH3:34].[CH3:51][C:52](=[O:53])[CH3:54].[CH3:56][CH2:57][O:58][C:59](=[O:60])[CH3:61].[ClH:44].[K+:39].[K+:40].[OH2:55].[cH:45]1[cH:46][cH:47][n:48][cH:49][cH:50]1>>[CH2:1]([c:2]1[cH:3][cH:4][cH:5][cH:6][cH:7]1)[O:8][c:9]1[cH:10][c:11]2[cH:12][cH:13][c:14]([CH:19]([CH2:20][O:21][CH2:22][CH2:23][N:24]([CH3:25])[CH3:26])[O:27][C:29]([CH3:28])=[O:30])[cH:15][c:16]2[cH:17][cH:18]1.[ClH:44]. Run in C(Cl)(Cl)Cl (chloroform). Procedure: The decarbonylation reaction of phenyl phenylglyoxylate (PPG) was repeated in the manner as described in Example 79, except that neither tetraphenylphosphonium chloride nor chloroform was employed. The results are also set forth in Table 12. The reactants are C1(=CC=CC=C1)C(C(=O)OC1=CC=CC=C1)=O (phenyl phenylglyoxylate). Reagents/catalysts: [Cl-].C1(=CC=CC=C1)[P+](C1=CC=CC=C1)(C1=CC=CC=C1)C1=CC=CC=C1 (tetraphenylphosphonium chloride). RXN SMILES: [C:1]1([C:7](=O)[C:8]([O:10][C:11]2[CH:16]=[CH:15][CH:14]=[CH:13][CH:12]=2)=[O:9])[CH:6]=[CH:5][CH:4]=[CH:3]C=1>[Cl-].C1([P+](C2C=CC=CC=2)(C2C=CC=CC=2)C2C=CC=CC=2)C=CC=CC=1.C(Cl)(Cl)Cl>[C:8]([O:10][C:11]1[CH:12]=[CH:13][CH:14]=[CH:15][CH:16]=1)(=[O:9])[C:7]1[CH:3]=[CH:4][CH:5]=[CH:6][CH:1]=1 |f:1.2|. Product: C(C1=CC=CC=C1)(=O)OC1=CC=CC=C1 (Phenyl Benzoate).